From a dataset of the Open Reaction Database (ORD), a public repository of structured organic reaction records. describe an organic reaction: reactants, conditions, products, and yield Starting materials: CCOC(=O)NC(CC1CCC1)C(=O)OC, [Na+], [OH-], O, c1ccccc1. Product: CCOC(=O)NC(CC1CCC1)C(=O)O. As a reaction SMILES: [CH2:1]([CH3:2])[O:3][C:4](=[O:5])[NH:6][CH:7]([CH2:8][CH:9]1[CH2:10][CH2:11][CH2:12]1)[C:13](=[O:14])[O:15][CH3:16].[Na+:19].[OH-:18].[OH2:17].[cH:20]1[cH:21][cH:22][cH:23][cH:24][cH:25]1>>[CH2:1]([CH3:2])[O:3][C:4](=[O:5])[NH:6][CH:7]([CH2:8][CH:9]1[CH2:10][CH2:11][CH2:12]1)[C:13](=[O:14])[OH:15]. The reactants are [Br-], Cc1cc(C(=O)OC(C)(C)C)cc(Cl)n1, C1CCOC1, CC[Mg+], CCBr, CCOCC, CN1CCCC1=O, [Mg]. Product: CCc1cc(C(=O)OC(C)(C)C)cc(C)n1. As a reaction SMILES: [Br-:1].[C:9]([CH3:10])([CH3:11])([CH3:12])[O:13][C:14]([c:15]1[cH:16][c:17]([Cl:22])[n:18][c:19]([CH3:21])[cH:20]1)=[O:23].[CH2:29]1[O:30][CH2:31][CH2:32][CH2:33]1.[CH2:2]([CH3:3])[Mg+:4].[CH2:5]([Br:6])[CH3:7].[CH3:24][CH2:25][O:26][CH2:27][CH3:28].[CH3:34][N:35]1[CH2:36][CH2:37][CH2:38][C:39]1=[O:40].[Mg:8]>>[CH2:2]([CH3:3])[c:17]1[cH:16][c:15]([C:14]([O:13][C:9]([CH3:10])([CH3:11])[CH3:12])=[O:23])[cH:20][c:19]([CH3:21])[n:18]1. Starting materials: ice water, C(C)(=O)OC(C)=O (acetic anhydride), NC1=CC=C2CCC=3C=CC=C1C32 (5-aminoacenaphthene), NC1=CC=C2CCC=3C=CC=C1C32 (5-aminoacenaphthene). The solvent is C(C)(=O)O (acetic acid). Reaction conditions: temperature 60 celsius, time 15 minute. Product: C(C)(=O)NC1=CC=C2CCC=3C=CC=C1C32 (5-(N-acetylamino)acenaphthene). Yield: 96.4%. RXN SMILES: [NH2:1][C:2]1[C:12]2[C:13]3[C:5]([CH2:6][CH2:7][C:8]=3[CH:9]=[CH:10][CH:11]=2)=[CH:4][CH:3]=1.[C:14](OC(=O)C)(=[O:16])[CH3:15]>C(O)(=O)C>[C:14]([NH:1][C:2]1[C:12]2[C:13]3[C:5]([CH2:6][CH2:7][C:8]=3[CH:9]=[CH:10][CH:11]=2)=[CH:4][CH:3]=1)(=[O:16])[CH3:15]. Procedure details: 50 ml of glacial acetic acid was added to 6.77 g (0.04 mol) of 5-aminoacenaphthene and the mixture was stirred at 60° C. to dissolve, and 8.16 g (0.08 mol) acetic anhydride was dropwise added thereto for 15 minutes. After finishing the dropwise addition, the mixture was stirred at the same temperature for 2 hours. The reaction was determined to be finished when disappearance of 5-aminoacenaphthene was identified. The reaction product was poured into 500 ml of ice water to precipitate a crystal, ... The reactants are C(CCC)NC=1N=CC2=C(N1)C(=CN2)C2CCC(CC2)=O (4-(2-(butylamino)-5H-pyrrolo[3,2-d]pyrimidin-7-yl)cyclohexanone), [BH4-].[Na+] (NaBH4). Run in CO (MeOH). Product: C(CCC)NC=1N=CC2=C(N1)C(=CN2)C2CCC(CC2)O (4-(2-(Butylamino)-5H-pyrrolo[3,2-d]pyrimidin-7-yl)cyclohexanol). RXN SMILES: [CH2:1]([NH:5][C:6]1[N:7]=[CH:8][C:9]2[NH:14][CH:13]=[C:12]([CH:15]3[CH2:20][CH2:19][C:18](=[O:21])[CH2:17][CH2:16]3)[C:10]=2[N:11]=1)[CH2:2][CH2:3][CH3:4].[BH4-].[Na+]>CO>[CH2:1]([NH:5][C:6]1[N:7]=[CH:8][C:9]2[NH:14][CH:13]=[C:12]([CH:15]3[CH2:16][CH2:17][CH:18]([OH:21])[CH2:19][CH2:20]3)[C:10]=2[N:11]=1)[CH2:2][CH2:3][CH3:4] |f:1.2|. Procedure details: A solution of N-Butyl-7-(4-((tert-butyldimethylsilyl)oxy)cyclohex-1-en-1-yl)-5-trityl-5H-pyrrolo[3,2-d]pyrim-idin-2-amine (992 mg, 1.54 mmol) in CH2Cl2 (20 mL) was added trifluoroacetic acid (5.0 mL). The reaction mixture was stirred for 4 hours and quenched by a saturated aq. solution of NaHCO3 and diluted with EtOAc. The organic layer was dried (MgSO4), filtered and concentrated. The residue was dissolved in MeOH (6.0 mL) and Pd/C (44 mg) was added. The reaction mixture was then stirred under ... The reactants are OC(CC(C)=O)C(C)OC1=CC=C(C=C1)OC1=CC=C(C=C1)C(F)(F)F (4-hydroxy-5-[4-(4-trifluoromethylphenoxy)phenoxy]-2-hexanone), N1=CC=CC=C1 (pyridine), C(C)(=O)Cl (acetyl chloride). The solvent is C1=CC=CC=C1 (benzene), C1=CC=CC=C1 (benzene). Run at time 8 hour. Product: C(C)(=O)OC(CC(C)=O)C(C)OC1=CC=C(C=C1)OC1=CC=C(C=C1)C(F)(F)F (4-acetoxy-5-[4-(4-trifluoromethylphenoxy)phenoxy]-2-hexanone). Reaction SMILES: [OH:1][CH:2]([CH:7]([O:9][C:10]1[CH:15]=[CH:14][C:13]([O:16][C:17]2[CH:22]=[CH:21][C:20]([C:23]([F:26])([F:25])[F:24])=[CH:19][CH:18]=2)=[CH:12][CH:11]=1)[CH3:8])[CH2:3][C:4](=[O:6])[CH3:5].N1C=CC=CC=1.[C:33](Cl)(=[O:35])[CH3:34]>C1C=CC=CC=1>[C:33]([O:1][CH:2]([CH:7]([O:9][C:10]1[CH:15]=[CH:14][C:13]([O:16][C:17]2[CH:18]=[CH:19][C:20]([C:23]([F:24])([F:25])[F:26])=[CH:21][CH:22]=2)=[CH:12][CH:11]=1)[CH3:8])[CH2:3][C:4](=[O:6])[CH3:5])(=[O:35])[CH3:34]. Procedure: To 4-hydroxy-5-[4-(4-trifluoromethylphenoxy)phenoxy]-2-hexanone (3.5 mmol) and pyridine (3.5 mmol) in benzene (20 ml) is added acetyl chloride (4.0 mmol). The mixture is stirred at RT overnight. The reaction mixture is diluted with benzene, washed with water, dried and the solvent is removed in vacuo to give 4-acetoxy-5-[4-(4-trifluoromethylphenoxy)phenoxy]-2-hexanone (cpd. 10, Table B). Reactants: CCc1cc(-c2noc(-c3cc(C)nc(N(CC)CC)c3)n2)cc(C)c1OCCOS(C)(=O)=O, CN, CO. Product: CCc1cc(-c2noc(-c3cc(C)nc(N(CC)CC)c3)n2)cc(C)c1OCCNC. RXN SMILES: [CH2:1]([CH3:2])[N:3]([c:4]1[n:5][c:6]([CH3:32])[cH:7][c:8](-[c:10]2[n:11][c:12](-[c:15]3[cH:16][c:17]([CH2:30][CH3:31])[c:18]([O:19][CH2:20][CH2:21][O:22][S:23]([CH3:24])(=[O:25])=[O:26])[c:27]([CH3:29])[cH:28]3)[n:13][o:14]2)[cH:9]1)[CH2:33][CH3:34].[CH3:35][NH2:36].[CH3:37][OH:38]>>[CH2:1]([CH3:2])[N:3]([c:4]1[n:5][c:6]([CH3:32])[cH:7][c:8](-[c:10]2[n:11][c:12](-[c:15]3[cH:16][c:17]([CH2:30][CH3:31])[c:18]([O:19][CH2:20][CH2:21][NH:36][CH3:35])[c:27]([CH3:29])[cH:28]3)[n:13][o:14]2)[cH:9]1)[CH2:33][CH3:34]. Reactants: C(=O)C=1C(=C(C=C2C(=C(C(OC12)=O)CC(=O)NCCOCOC)C)OC)O (2-(8-Formyl-7-hydroxy-6-methoxy-4-methyl-2-oxo-2H-chromen-3-yl)-N-(2-(methoxymethoxy)ethyl)acetamide), Cl (HCl). Run in C(Cl)(Cl)Cl (CHCl3). The product is C(=O)C=1C(=C(C=C2C(=C(C(OC12)=O)CC(=O)NCCO)C)OC)O (2-(8-Formyl-7-hydroxy-6-methoxy-4-methyl-2-oxo-2H-chromen-3-yl)-N-(2-hydroxyethyl)acetamide). Isolated yield 11.3%. RXN SMILES: [CH:1]([C:3]1[C:4]([OH:27])=[C:5]([O:25][CH3:26])[CH:6]=[C:7]2[C:12]=1[O:11][C:10](=[O:13])[C:9]([CH2:14][C:15]([NH:17][CH2:18][CH2:19][O:20]COC)=[O:16])=[C:8]2[CH3:24])=[O:2].Cl>C(Cl)(Cl)Cl>[CH:1]([C:3]1[C:4]([OH:27])=[C:5]([O:25][CH3:26])[CH:6]=[C:7]2[C:12]=1[O:11][C:10](=[O:13])[C:9]([CH2:14][C:15]([NH:17][CH2:18][CH2:19][OH:20])=[O:16])=[C:8]2[CH3:24])=[O:2]. Procedure details: A solution of 2-(8-Formyl-7-hydroxy-6-methoxy-4-methyl-2-oxo-2H-chromen-3-yl)-N-(2-(methoxymethoxy)ethyl)acetamide (400 mg, 1.06 mmol) in CHCl3 (40 mL) and conc.HCl (20 mL) was heated to reflux for 1 h, and then concentrated to give the residue and purified by prep.HPLC to give 2-(8-Formyl-7-hydroxy-6-methoxy-4-methyl-2-oxo-2H-chromen-3-yl)-N-(2-hydroxyethyl)acetamide (40 mg, 11.3%) as yellow solid. 1H NMR: (CDCl3, 400 MHz) δ 12.47 (d, J=0.4 Hz, 1H, OH), 10.02 (s, 1H, CHO), 7.22 (s, 1H, ArH), 6.... Reactants: S([O-])(O)=O.[Na+] (sodium bisulfite), [OH-].[Na+] (sodium hydroxide), OC1=C(C#N)C=CC(=C1O)O (2,3,4-trihydroxybenzonitrile), S(=O)(=O)(O)O.NO (hydroxylamine sulfate). Solvent: O (water). Yields the product OC1=C(C(N)=NO)C=CC(=C1O)O (2,3,4-trihydroxybenzamidoxime), hydrochloride salt. The yield is 9.0%. RXN SMILES: [OH:1][C:2]1[C:9]([OH:10])=[C:8]([OH:11])[CH:7]=[CH:6][C:3]=1[C:4]#[N:5].S(O)(O)(=O)=O.[NH2:17][OH:18].S(=O)(O)[O-].[Na+].[OH-].[Na+]>O>[OH:1][C:2]1[C:9]([OH:10])=[C:8]([OH:11])[CH:7]=[CH:6][C:3]=1[C:4](=[N:17][OH:18])[NH2:5] |f:1.2,3.4,5.6|. Procedure: Following the procedure of Example 2, 3.5 g. of 2,3,4-trihydroxybenzonitrile were reacted in 60 ml. of water with 4 g. of hydroxylamine sulfate and 2 g. of sodium bisulfite at pH=8.0 (adjusted by addition of concentrated aqueous sodium hydroxide). The reaction mixture was maintained at ambient temperature for about one hour and was then cooled. 2,3,4-Trihydroxybenzamidoxime precipitated and the precipitate was collected by filtration. The filter cake was dissolved in dilute aqueous hydrochloric ... The reactants are C(=O)CCC12C(C(=O)NC1=O)C(=C(C=C2)OC)OC (2-(2-formyl-ethyl)-5,6-dimethoxy-phthalimide), CNCCC1=CN=CC2=CC(=C(C=C12)OC)OC (4-(2-methylamino-ethyl)-6,7-dimethoxy-isoquinoline). Yields the product O.CN(CCCC12C(C(=O)NC1=O)C(=C(C=C2)OC)OC)CCC2=CN=CC1=CC(=C(C=C21)OC)OC.CN(CCC2=CN=CC1=CC(=C(C=C21)OC)OC)CCCC21C(C(=O)NC2=O)C(=C(C=C1)OC)OC (2-[N-Methyl-N-(2-(6,7-dimethoxy-isoquinolin-4-yl)-ethyl)-3-amino-propyl]-5,6-dimethoxy-phthalimide hemihydrate). As a reaction SMILES: [CH:1]([CH2:3][CH2:4][C:5]12[CH:15]=[CH:14][C:13]([O:16][CH3:17])=[C:12]([O:18][CH3:19])[CH:6]1[C:7]([NH:9][C:10]2=[O:11])=[O:8])=[O:2].[CH3:20][NH:21][CH2:22][CH2:23][C:24]1[C:33]2[C:28](=[CH:29][C:30]([O:36][CH3:37])=[C:31]([O:34][CH3:35])[CH:32]=2)[CH:27]=[N:26][CH:25]=1>>[OH2:2].[CH3:20][N:21]([CH2:22][CH2:23][C:24]1[C:33]2[C:28](=[CH:29][C:30]([O:36][CH3:37])=[C:31]([O:34][CH3:35])[CH:32]=2)[CH:27]=[N:26][CH:25]=1)[CH2:1][CH2:3][CH2:4][C:5]12[CH:15]=[CH:14][C:13]([O:16][CH3:17])=[C:12]([O:18][CH3:19])[CH:6]1[C:7]([NH:9][C:10]2=[O:11])=[O:8].[CH3:20][N:21]([CH2:1][CH2:3][CH2:4][C:5]12[CH:15]=[CH:14][C:13]([O:16][CH3:17])=[C:12]([O:18][CH3:19])[CH:6]1[C:7]([NH:9][C:10]2=[O:11])=[O:8])[CH2:22][CH2:23][C:24]1[C:33]2[C:28](=[CH:29][C:30]([O:36][CH3:37])=[C:31]([O:34][CH3:35])[CH:32]=2)[CH:27]=[N:26][CH:25]=1 |f:2.3.4|. Reported procedure: Prepared from 2-(2-formyl-ethyl)-5,6-dimethoxy-phthalimide and 4-(2-methylamino-ethyl)-6,7-dimethoxy-isoquinoline analogously to Example 4. The reactants are FC1=C(C=CC=C1)[N+](=O)[O-] (2-fluoronitrobenzene), C1(CCCCC1)N (cyclohexylamine), C([O-])([O-])=O.[K+].[K+] (potassium carbon-ate). The solvent is C(C)#N (acetonitrile). The product is C1(CCCCC1)NC1=C(C=CC=C1)[N+](=O)[O-] (Cyclohexyl-(2-nitro-phenyl)-amine). The yield is 85.9%. As a reaction SMILES: F[C:2]1[CH:7]=[CH:6][CH:5]=[CH:4][C:3]=1[N+:8]([O-:10])=[O:9].[CH:11]1([NH2:17])[CH2:16][CH2:15][CH2:14][CH2:13][CH2:12]1.C(=O)([O-])[O-].[K+].[K+]>C(#N)C>[CH:11]1([NH:17][C:2]2[CH:7]=[CH:6][CH:5]=[CH:4][C:3]=2[N+:8]([O-:10])=[O:9])[CH2:16][CH2:15][CH2:14][CH2:13][CH2:12]1 |f:2.3.4|. Reported procedure: A mixture of 2-fluoronitrobenzene (5.0 g, 35.4 mmol), cyclohexylamine (4.5 ml, 39.0 mmol) and potassium carbon-ate (17.1 g, 124 mmol) in acetonitrile (100 ml) was heated at reflux for 2 days. The mixture was diluted with EtOAC, washed with water then brine, dried and partially concentrated in vacuo. The solid which precipitated was collected and washed with hexane to yield the title compound (6.7 g, 86%).